From a dataset of the Open Reaction Database (ORD), a public repository of structured organic reaction records. describe an organic reaction: reactants, conditions, products, and yield The reactants are C(C)OC(=O)C=1N(N=NC1C1=CC=C(C=C1)Br)C[Si](C)(C)C (5-(4-bromo-phenyl)-3-trimethylsilanylmethyl-3H-[1,2,3]triazole-4-carboxylic acid ethyl ester), O (water), CCCC[N+](CCCC)(CCCC)CCCC.[F-] (TBAF). The solvent is C1CCOC1 (THF), C1CCOC1 (THF). Reaction conditions: temperature 0 celsius, time 10 minute. Product: C(C)OC(=O)C=1N(N=NC1C1=CC=C(C=C1)Br)C (5-(4-bromo-phenyl)-3-methyl-3H-[1,2,3]triazole-4-carboxylic acid ethyl ester). The yield is 45.4%. RXN SMILES: [CH2:1]([O:3][C:4]([C:6]1[N:7]([CH2:18][Si](C)(C)C)[N:8]=[N:9][C:10]=1[C:11]1[CH:16]=[CH:15][C:14]([Br:17])=[CH:13][CH:12]=1)=[O:5])[CH3:2].O.CCCC[N+](CCCC)(CCCC)CCCC.[F-]>C1COCC1>[CH2:1]([O:3][C:4]([C:6]1[N:7]([CH3:18])[N:8]=[N:9][C:10]=1[C:11]1[CH:16]=[CH:15][C:14]([Br:17])=[CH:13][CH:12]=1)=[O:5])[CH3:2] |f:2.3|. Procedure details: To a stirred solution of 5-(4-bromo-phenyl)-3-trimethylsilanylmethyl-3H-[1,2,3]triazole-4-carboxylic acid ethyl ester (1.9 g, 4.974 mmol) in THF (40 mL), was added water (0.18 mL, 9.948 mmol) and cooled to 0° C. Then TBAF (1M) solution in THF (5.9 mL, 5.9 mmol) was added and the mixture was stirred at 0° C. for 10 min. Volatiles were distilled off and crude mass was purified by normal silica gel column chromatography using EtOAc-hexane as eluting solvent to get 5-(4-bromo-phenyl)-3-methyl-3H-[1,... Product: O1[C@@H](CCC1)CNC(C(C)C1=CC=C(C=C1)C1=CC=2N(N=C1)C(=CN2)C2=CC(=CC=C2)NC(=O)NCC(F)(F)F)=O (N-[(2S)-Tetrahydrofuran-2-ylmethyl]-2-(4-{3-[3-({[(2,2,2-trifluoroethyl)amino]carbonyl}amino)phenyl]imidazo[1,2-b]pyridazin-7-yl}phenyl)propanamide). Procedure: This compound was prepared by using procedure analogous to those described for the synthesis of Example 98, Step 9 starting from 2-(4-{3-[3-({[(2,2,2-trifluoroethyl)amino]carbonyl}amino)phenyl]imidazo[1,2-b]pyridazin-7-yl}phenyl)propanoic acid and 1-[(25)-tetrahydrofuran-2-yl]methanamine. LCMS (M+H)+: m/z=567.3 Reactants: FC(CNC(=O)NC=1C=C(C=CC1)C1=CN=C2N1N=CC(=C2)C2=CC=C(C=C2)C(C(=O)O)C)(F)F (2-(4-{3-[3-({[(2,2,2-trifluoroethyl)amino]carbonyl}amino)phenyl]imidazo[1,2-b]pyridazin-7-yl}phenyl)propanoic acid), O1[C@@H](CCC1)CN (1-[(25)-tetrahydrofuran-2-yl]methanamine). Reaction SMILES: [F:1][C:2]([F:35])([F:34])[CH2:3][NH:4][C:5]([NH:7][C:8]1[CH:9]=[C:10]([C:14]2[N:18]3[N:19]=[CH:20][C:21]([C:23]4[CH:28]=[CH:27][C:26]([CH:29]([CH3:33])[C:30](O)=[O:31])=[CH:25][CH:24]=4)=[CH:22][C:17]3=[N:16][CH:15]=2)[CH:11]=[CH:12][CH:13]=1)=[O:6].[O:36]1[CH2:40][CH2:39][CH2:38][C@H:37]1[CH2:41][NH2:42]>>[O:36]1[CH2:40][CH2:39][CH2:38][C@H:37]1[CH2:41][NH:42][C:30](=[O:31])[CH:29]([C:26]1[CH:25]=[CH:24][C:23]([C:21]2[CH:20]=[N:19][N:18]3[C:14]([C:10]4[CH:11]=[CH:12][CH:13]=[C:8]([NH:7][C:5]([NH:4][CH2:3][C:2]([F:35])([F:34])[F:1])=[O:6])[CH:9]=4)=[CH:15][N:16]=[C:17]3[CH:22]=2)=[CH:28][CH:27]=1)[CH3:33]. Reactants: CO (methanol), N([C@@H](CCCCNC(=O)OCC1=CC=CC=C1)C(=O)N[C@@H](C)C(=O)OC)C(=O)OC(C)(C)C (tBoc-Lys(Cbz)-Ala-OMe), [Li+].[OH-] (LiOH), C(CC(O)(C(=O)O)CC(=O)O)(=O)O (citric acid). Solvent: CO.O (methanol water). Run at time 4 hour. Product: N([C@@H](CCCCNC(=O)OCC1=CC=CC=C1)C(=O)N[C@@H](C)C(=O)O)C(=O)OC(C)(C)C (tBoc-Lys(Cbz)-Ala-OH). The yield is 55.0%. As a reaction SMILES: [NH:1]([C:27]([O:29][C:30]([CH3:33])([CH3:32])[CH3:31])=[O:28])[C@H:2]([C:18]([NH:20][C@H:21]([C:23]([O:25]C)=[O:24])[CH3:22])=[O:19])[CH2:3][CH2:4][CH2:5][CH2:6][NH:7][C:8]([O:10][CH2:11][C:12]1[CH:17]=[CH:16][CH:15]=[CH:14][CH:13]=1)=[O:9].[Li+].[OH-].C(O)(=O)CC(CC(O)=O)(C(O)=O)O.CO>CO.O>[NH:1]([C:27]([O:29][C:30]([CH3:31])([CH3:33])[CH3:32])=[O:28])[C@H:2]([C:18]([NH:20][C@H:21]([C:23]([OH:25])=[O:24])[CH3:22])=[O:19])[CH2:3][CH2:4][CH2:5][CH2:6][NH:7][C:8]([O:10][CH2:11][C:12]1[CH:13]=[CH:14][CH:15]=[CH:16][CH:17]=1)=[O:9] |f:1.2,5.6|. Procedure: A mixture of tBoc-Lys(Cbz)-Ala-OMe (6.4545 g, 13.86 mmol) 16 and LiOH (1.004 g, 41.8 mmol) in methanol/water (80/10 mL) was stirred at room temperature for 4 h. The reaction mixture was neutralized with 0.5 N citric acid and methanol was removed under reduced pressure. The resulting aqueous solution was diluted with water and extracted with dichloromethane and ethyl acetate. The combined organic layer was washed with brine, dried over MgSO4, filtered, concentrated and dried under vacuum to obtai... The reactants are BrC1=C(C=C(C(=O)OC)C=C1)COC (methyl 4-bromo-3-(methoxymethyl)benzoate), COCC1=C(C=CC(=C1)C(=O)O)C1=C(C=CC=C1)C (2-(methoxymethyl)-2′-methyl biphenyl-4-carboxylic acid), CC[O-].[Na+] (sodium ethylate), CCO (EtOH). Reaction conditions: temperature 80 celsius, time 8 hour. Yields the product BrC1=C(C=C(C(=O)OCC)C=C1)COCC (ethyl 4-bromo-3-(ethoxymethyl)benzoate). RXN SMILES: [Br:1][C:2]1[CH:11]=[CH:10]C(C(OC)=O)=[CH:4][C:3]=1[CH2:12][O:13][CH3:14].C[O:16][CH2:17][C:18]1C=C(C(O)=O)C=CC=1C1C=CC=CC=1C.[CH3:34][CH2:35][O-:36].[Na+].[CH3:38]CO>>[Br:1][C:2]1[CH:11]=[CH:10][C:34]([C:35]([O:16][CH2:17][CH3:18])=[O:36])=[CH:4][C:3]=1[CH2:12][O:13][CH2:14][CH3:38] |f:2.3|. Procedure: To a solution of methyl 4-bromo-3-(bromomethyl)benzoate (Intermediate 28, Step 1), (2.50 g; 8.12 mmol; 1 eq.) in EtOH (12.50 mL) was added sodium ethylate (1 104.83 mg; 16.24 mmol; 2 eq.) and the mixture was stirred overnight at 80° C. After evaporation of the solvent, the mixture was partitioned between EtOAc and water. The organic layer was washed with a 5% NaHCO3 aqueous solution, NaCl sat. solution, dried over magnesium sulfate, filtered off and dried under vacuum to afford a yellow oil. Pur...